describe an organic reaction: reactants, conditions, products, and yield From a dataset of the Open Reaction Database (ORD), a public repository of structured organic reaction records. Starting materials: CC1(C)Oc2ccncc2C2OC21, O=c1nccc[nH]1. The product is CC1(C)Oc2ccncc2C(n2cccnc2=O)C1O. As a reaction SMILES: [CH3:8][C:9]1([CH3:20])[CH:10]2[CH:11]([c:12]3[cH:13][n:14][cH:15][cH:16][c:17]3[O:18]1)[O:19]2.[nH:1]1[c:2](=[O:7])[n:3][cH:4][cH:5][cH:6]1>>[n:1]1[c:2](=[O:7])[n:3]([CH:11]2[CH:10]([OH:19])[C:9]([CH3:8])([CH3:20])[O:18][c:17]3[c:12]2[cH:13][n:14][cH:15][cH:16]3)[cH:4][cH:5][cH:6]1. Starting materials: [BH4-], [Na+], C1CCOC1, O, O=C1NCCCc2ccsc21. The product is c1cc2c(s1)CNCCC2. As a reaction SMILES: [BH4-:12].[Na+:13].[O:15]1[CH2:16][CH2:17][CH2:18][CH2:19]1.[OH2:14].[s:1]1[cH:2][cH:3][c:4]2[c:5]1[C:6](=[O:11])[NH:7][CH2:8][CH2:9][CH2:10]2>>[s:1]1[cH:2][cH:3][c:4]2[c:5]1[CH2:6][NH:7][CH2:8][CH2:9][CH2:10]2. The reactants are OC[C@H](OCCO)OC (1,5-dihydroxy-2(S)-methoxy-3-oxa-pentane), C1(=CC=C(C=C1)S(=O)(=O)Cl)C (p-toluensulfonylchloride), ice water. Run in N1=CC=CC=C1 (pyridine). Conditions: time 8 hour. The product is C1(=CC=C(C=C1)S(=O)(=O)OC[C@H](OCCOS(=O)(=O)C1=CC=C(C=C1)C)OC)C (1,5-di(p-toluensulfonyl)oxy-2(S)-methoxy-3-oxa-pentane). Isolated yield 62.0%. Reaction SMILES: [OH:1][CH2:2][C@@H:3]([O:8][CH3:9])[O:4][CH2:5][CH2:6][OH:7].[C:10]1([CH3:20])[CH:15]=[CH:14][C:13]([S:16](Cl)(=[O:18])=[O:17])=[CH:12][CH:11]=1>N1C=CC=CC=1>[C:10]1([CH3:20])[CH:15]=[CH:14][C:13]([S:16]([O:1][CH2:2][C@@H:3]([O:8][CH3:9])[O:4][CH2:5][CH2:6][O:7][S:16]([C:13]2[CH:14]=[CH:15][C:10]([CH3:20])=[CH:11][CH:12]=2)(=[O:18])=[O:17])(=[O:18])=[O:17])=[CH:12][CH:11]=1. Reported procedure: 1,5-dihydroxy-2(S)-methoxy-3-oxa-pentane (E4) (1.4 g, 10.3 mmole), prepared as described in Example 8, was dissolved in dry pyridine (10 ml) and treated at 0° C. with p-toluensulfonylchloride (6.4 g, 0.034 mole). The mixture was kept at 4° C. overnight, then was poured into an ice-water mixture and finally extracted with methylene chloride. The organic phase was washed with water, separated off, dried over anhydrous sodium sulphate, filtered off. The solvent was removed under reduced pressure. T... The product is [Si](C)(C)(C(C)(C)C)O[C@@H](CNC(CC=1C=C(C=CC1)CC(=O)O)(C)C)C1=CC(=C(C=C1)O)CO ({3-[2-({(2R)-2{[tert-Butyl(dimethyl)silyl]oxy}-2-[4-hydroxy-3-(hydroxymethyl)phenyl]ethyl}amino)-2-methylpropyl]phenyl}acetic acid). As a reaction SMILES: [Si:1]([O:8][C@H:9]([C:27]1[CH:32]=[CH:31][C:30]([OH:33])=[C:29]([CH2:34][OH:35])[CH:28]=1)[CH2:10][NH:11][C:12]([CH3:26])([CH3:25])[CH2:13][C:14]1[CH:15]=[C:16]([CH2:20][C:21]([O:23]C)=[O:22])[CH:17]=[CH:18][CH:19]=1)([C:4]([CH3:7])([CH3:6])[CH3:5])([CH3:3])[CH3:2].[OH-].[Li+].Cl>O1CCCC1>[Si:1]([O:8][C@H:9]([C:27]1[CH:32]=[CH:31][C:30]([OH:33])=[C:29]([CH2:34][OH:35])[CH:28]=1)[CH2:10][NH:11][C:12]([CH3:26])([CH3:25])[CH2:13][C:14]1[CH:15]=[C:16]([CH2:20][C:21]([OH:23])=[O:22])[CH:17]=[CH:18][CH:19]=1)([C:4]([CH3:5])([CH3:6])[CH3:7])([CH3:3])[CH3:2] |f:1.2|. Run at time 48 hour. Run in O1CCCC1 (tetrahydrofuran). Procedure: A mixture of methyl {3-[2-({(2R)-2-{[tert-butyl(dimethyl)silyl]oxy}-2-[4-hydroxy-3-(hydroxymethyl)phenyl]ethyl}amino)-2-methylpropyl]phenyl}acetate (preparation 153), (5 g, 10 mmol) and lithium hydroxide (1M in water, 30 mL, 30 mmol) in tetrahydrofuran (50 mL) was stirred for 48 hours at room temperature. The reaction mixture was then acidified with 1M hydrochloric acid (30 mL), concentrated in vacuo, and the residue was triturated with water and azeotroped (×3) with methanol to afford the title... The yield is 84.0%. Reactants: [Si](C)(C)(C(C)(C)C)O[C@@H](CNC(CC=1C=C(C=CC1)CC(=O)OC)(C)C)C1=CC(=C(C=C1)O)CO (methyl {3-[2-({(2R)-2-{[tert-butyl(dimethyl)silyl]oxy}-2-[4-hydroxy-3-(hydroxymethyl)phenyl]ethyl}amino)-2-methylpropyl]phenyl}acetate), [OH-].[Li+] (lithium hydroxide), Cl (hydrochloric acid). Starting materials: BrC1=NC2=CC(=CC(=C2C(=C1C)Br)F)F (2,4-dibromo-5,7-difluoro-3-methylquinoline), [O-]P(=O)([O-])[O-].[K+].[K+].[K+] (potassium phosphate tribasic), N1C(CCCC1)=O (piperidin-2-one), CN[C@@H]1[C@H](CCCC1)NC ((1S,2S)—N1,N2-dimethylcyclohexane-1,2-diamine). The reagents and catalysts are [Cu]I (copper (I) iodide). Solvent: O1CCOCC1 (1,4-dioxane), O (water). Reaction conditions: time 3.5 hour. Product: BrC1=C(C(=NC2=CC(=CC(=C12)F)F)N1C(CCCC1)=O)C (1-(4-bromo-5,7-difluoro-3-methylquinolin-2-yl)piperidin-2-one). As a reaction SMILES: Br[C:2]1[C:11]([CH3:12])=[C:10]([Br:13])[C:9]2[C:4](=[CH:5][C:6]([F:15])=[CH:7][C:8]=2[F:14])[N:3]=1.[NH:16]1[CH2:21][CH2:20][CH2:19][CH2:18][C:17]1=[O:22].CN[C@H]1CCCC[C@@H]1NC.[O-]P([O-])([O-])=O.[K+].[K+].[K+]>O1CCOCC1.O.[Cu]I>[Br:13][C:10]1[C:9]2[C:4](=[CH:5][C:6]([F:15])=[CH:7][C:8]=2[F:14])[N:3]=[C:2]([N:16]2[CH2:21][CH2:20][CH2:19][CH2:18][C:17]2=[O:22])[C:11]=1[CH3:12] |f:3.4.5.6|. Reported procedure: The 2,4-dibromo-5,7-difluoro-3-methylquinoline (2.000 g, 5.90 mmol), piperidin-2-one (590 mg, 5.90 mmol), copper (I) iodide (57.0 mg, 0.300 mmol), (1S,2S)—N1,N2-dimethylcyclohexane-1,2-diamine (0.094 mL, 0.59 mmol) and potassium phosphate tribasic (2.50 g, 11.9 mmol) were combined in 1,4-dioxane (10 mL) and stirred in the microwave reactor for 3.5 h. The reaction was diluted with water and extracted with EtOAc (2×100 mL). The combined organic layers were washed with brine and dried over magnesiu... Yields the product ClC=1C=NC=C(C1SC1=C(C=C(S1)C(=O)NCC1(CCN(CC1)C)O)[N+](=O)[O-])Cl (5-((3,5-dichloropyridin-4-yl)thio)-N-((4-hydroxy-1-methylpiperidin-4-yl)methyl)-4-nitrothiophene-2-carboxamide), solid. Starting materials: ClC=1C=NC=C(C1SC1=C(C=C(S1)C(=O)O)[N+](=O)[O-])Cl (5-[(3,5-dichloro-4-pyridyl)sulfanyl]-4-nitro-thiophene-2-carboxylic acid), NCC1(CCN(CC1)C)O (4-(aminomethyl)-1-methylpiperidin-4-ol). Procedure details: Prepared according to the procedure described for example 44 from 5-[(3,5-dichloro-4-pyridyl)sulfanyl]-4-nitro-thiophene-2-carboxylic acid (35 mg, 0.1 mmol) and 4-(aminomethyl)-1-methylpiperidin-4-ol (14.4 mg, 0.1 mmol). The title compound was obtained as a solid (15.2 mg, 32% yield). MS m/z: 476.87, 478.86 [M+H]+. Reaction SMILES: [Cl:1][C:2]1[CH:3]=[N:4][CH:5]=[C:6]([Cl:20])[C:7]=1[S:8][C:9]1[S:13][C:12]([C:14]([OH:16])=O)=[CH:11][C:10]=1[N+:17]([O-:19])=[O:18].[NH2:21][CH2:22][C:23]1([OH:30])[CH2:28][CH2:27][N:26]([CH3:29])[CH2:25][CH2:24]1>>[Cl:20][C:6]1[CH:5]=[N:4][CH:3]=[C:2]([Cl:1])[C:7]=1[S:8][C:9]1[S:13][C:12]([C:14]([NH:21][CH2:22][C:23]2([OH:30])[CH2:28][CH2:27][N:26]([CH3:29])[CH2:25][CH2:24]2)=[O:16])=[CH:11][C:10]=1[N+:17]([O-:19])=[O:18]. Yield: 32.0%. Reactants: C(C1=CC=CC=C1)C1=C2CCC(C2=CC=C1)=O (4-benzyl indan-1-one), C([O-])([O-])=O.[K+].[K+] (potassium carbonate), [Cr](=O)(=O)(O)O (chromic acid), S(O)(O)(=O)=O (sulfuric acid). Run in O (water), C(C)(=O)O (acetic acid). Run at time 2 hour. Yields the product C(C1=CC=CC=C1)(=O)C1=C2CCC(C2=CC=C1)=O (4-benzoylindan-1-one). As a reaction SMILES: [CH2:1]([C:8]1[CH:16]=[CH:15][CH:14]=[C:13]2[C:9]=1[CH2:10][CH2:11][C:12]2=[O:17])[C:2]1[CH:7]=[CH:6][CH:5]=[CH:4][CH:3]=1.[Cr](O)(O)(=O)=[O:19].S(=O)(=O)(O)O.C(=O)([O-])[O-].[K+].[K+]>O.C(O)(=O)C>[C:1]([C:8]1[CH:16]=[CH:15][CH:14]=[C:13]2[C:9]=1[CH2:10][CH2:11][C:12]2=[O:17])(=[O:19])[C:2]1[CH:3]=[CH:4][CH:5]=[CH:6][CH:7]=1 |f:3.4.5|. Procedure details: In 100 ml. of acetic acid is dissolved 11.1 g. of 4-benzyl indan-1-one, followed by the addition of 13.4 g. of chromic acid and 2.5 ml. of concentrated sulfuric acid. The mixture is stirred at room temperature for 2 hours, after which it is poured into 4 l. of water. After 200 g. of anhydrous potassium carbonate is added, the mixture is extracted with chloroform. The organic layer is washed with water and dried over anhydrous magnesium sulfate. The solvent is distilled off under reduced pressure...